This data is from the Open Reaction Database (ORD), a public repository of structured organic reaction records. The task is: describe an organic reaction: reactants, conditions, products, and yield Starting materials: CCCCP(C)(=O)OCC, COC(=O)CNC(=O)OC(C)(C)C, CC(=O)O, CC(C)[N-]C(C)C, ClCCl, [Li+], C1CCOC1. Yields the product CCCCP(=O)(CC(=O)CNC(=O)OC(C)(C)C)OCC. RXN SMILES: [CH2:9]([CH2:10][CH2:11][CH3:12])[P:13]([O:14][CH2:15][CH3:16])(=[O:17])[CH3:18].[CH3:19][O:20][C:21]([CH2:22][NH:23][C:24](=[O:25])[O:26][C:27]([CH3:28])([CH3:29])[CH3:30])=[O:31].[CH3:32][C:33](=[O:34])[OH:35].[CH:1]([N-:2][CH:3]([CH3:4])[CH3:5])([CH3:6])[CH3:7].[Cl:41][CH2:42][Cl:43].[Li+:8].[O:36]1[CH2:37][CH2:38][CH2:39][CH2:40]1>>[CH2:9]([CH2:10][CH2:11][CH3:12])[P:13]([O:14][CH2:15][CH3:16])(=[O:17])[CH2:18][C:21](=[O:20])[CH2:22][NH:23][C:24](=[O:25])[O:26][C:27]([CH3:28])([CH3:29])[CH3:30]. Reactants: C[N+](C)(C)C[C@@H](CC(=O)[O-])N ((R)-aminocarnitine), C(C)(C)N(CC)C(C)C (diisopropylethylamine), ClC1=C(C=CC(=C1)C(F)(F)F)N=C=O (2-chloro-1-isocyanato-4-(trifluoromethyl)benzene). The solvent is CO (MeOH). Conditions: time 8 hour. Yields the product ClC1=C(C=CC(=C1)C(F)(F)F)NC(N[C@H](CC(=O)[O-])C[N+](C)(C)C)=O ((R)-3-(3-(2-chloro-4-(trifluoromethyl)phenyl)ureido)-4-(trimethylammonio)-butanoate). The yield is 17.9%. As a reaction SMILES: [CH3:1][N+:2]([CH2:5][C@H:6]([NH2:11])[CH2:7][C:8]([O-:10])=[O:9])([CH3:4])[CH3:3].C(N(C(C)C)CC)(C)C.[Cl:21][C:22]1[CH:27]=[C:26]([C:28]([F:31])([F:30])[F:29])[CH:25]=[CH:24][C:23]=1[N:32]=[C:33]=[O:34]>CO>[Cl:21][C:22]1[CH:27]=[C:26]([C:28]([F:31])([F:30])[F:29])[CH:25]=[CH:24][C:23]=1[NH:32][C:33](=[O:34])[NH:11][C@@H:6]([CH2:5][N+:2]([CH3:3])([CH3:4])[CH3:1])[CH2:7][C:8]([O-:10])=[O:9]. Procedure: To a solution of (R)-aminocarnitine (35 mg, 0.22 mmol) and diisopropylethylamine (0.11 mL, 0.65 mmol) in MeOH (2 mL) was added 2-chloro-1-isocyanato-4-(trifluoromethyl)benzene (67 uL, 0.44 mmol) and the reaction stirred at room temperature overnight. The MeOH was removed in vacuo and the residue titurated several times with 1:1 ether/EtOAc, the resulting solid was filtered and dried to give the title compound as a white powder (15 mg, 18%). NMR (300 MHz, CD3OD) δ 8.37 (m, 1H), 7.68 (m, 1H), 7.53...